Dataset: the Open Reaction Database (ORD), a public repository of structured organic reaction records. Task: describe an organic reaction: reactants, conditions, products, and yield Starting materials: ClC1=CC(=C(C=C1OCC1=CC=CC=C1)N1C(N(C(=NC1=O)N(C)C)C)=O)F (3-[4-chloro-2-fluoro-5-(phenylmethoxy)phenyl]-6-(dimethylamino)-1-methyl-1,3,5-triazine-2,4(1H,3H)-dione), [H][H] (hydrogen). The reagents and catalysts are [Pd] (palladium on charcoal). Run in C(C)(=O)OCC (ethyl acetate). Yields the product ClC1=CC(=C(C=C1O)N1C(N(C(=NC1=O)N(C)C)C)=O)F (3-[4-chloro-2-fluoro-5-(hydroxy)phenyl]-6-(dimethylamino)-1-methyl-1,3,5-triazine-2,4(1H,3H)-dione). Yield: 89.2%. Reaction SMILES: [Cl:1][C:2]1[C:7]([O:8]CC2C=CC=CC=2)=[CH:6][C:5]([N:16]2[C:21](=[O:22])[N:20]=[C:19]([N:23]([CH3:25])[CH3:24])[N:18]([CH3:26])[C:17]2=[O:27])=[C:4]([F:28])[CH:3]=1.[H][H]>[Pd].C(OCC)(=O)C>[Cl:1][C:2]1[C:7]([OH:8])=[CH:6][C:5]([N:16]2[C:21](=[O:22])[N:20]=[C:19]([N:23]([CH3:24])[CH3:25])[N:18]([CH3:26])[C:17]2=[O:27])=[C:4]([F:28])[CH:3]=1. Reported procedure: A mixture of 4.62 g (11.4 mmol) of 3-[4-chloro-2-fluoro-5-(phenylmethoxy)phenyl]-6-(dimethylamino)-1-methyl-1,3,5-triazine-2,4(1H,3H)-dione and 460 mg of 10% palladium on charcoal in 50 mL of ethyl acetate was placed in a Paar bottle and was agitated under 45 psi hydrogen over a 14 hour period. It was filtered and washed with ethyl acetate. The filtrate was concentrated in vacuo and the resultant crude product flash chromatographed over silica gel eluting with a 1:1 v:v mixture of ethyl acetate ...